Dataset: the Open Reaction Database (ORD), a public repository of structured organic reaction records. Task: describe an organic reaction: reactants, conditions, products, and yield Procedure: A mixture of 1,1,1-tris(benzyloxyethoxymethyl)ethane (13.9 g, 0.027 mol) and palladium hydroxide on carbon, Pd content 20% (2.8 g) in 100 mL of methanol was hydrogenated at 50 psi in a Parr apparatus for 4 hrs. The catalyst was removed by filtration through Celite and the filtrate was evaporated under reduced pressure to give 1,1,1-tris(hydroxyethoxymethyl)ethane (6.7 g, 0.026 mol, 99%). Reaction SMILES: C([O:8][CH2:9][CH2:10][O:11][CH2:12][C:13]([CH2:27][O:28][CH2:29][CH2:30][O:31]CC1C=CC=CC=1)([CH2:15][O:16][CH2:17][CH2:18][O:19]CC1C=CC=CC=1)[CH3:14])C1C=CC=CC=1>CO.[OH-].[OH-].[Pd+2].[Pd]>[OH:31][CH2:30][CH2:29][O:28][CH2:27][C:13]([CH2:12][O:11][CH2:10][CH2:9][OH:8])([CH2:15][O:16][CH2:17][CH2:18][OH:19])[CH3:14] |f:2.3.4|. Solvent: CO (methanol). Yields the product OCCOCC(C)(COCCO)COCCO (1,1,1-tris(hydroxyethoxymethyl)ethane). The reagents and catalysts are [OH-].[OH-].[Pd+2] (palladium hydroxide on carbon), [Pd] (Pd). Reactants: C(C1=CC=CC=C1)OCCOCC(C)(COCCOCC1=CC=CC=C1)COCCOCC1=CC=CC=C1 (1,1,1-tris(benzyloxyethoxymethyl)ethane). The yield is 96.3%. Reaction conditions: time 4 hour.